This data is from the Open Reaction Database (ORD), a public repository of structured organic reaction records. The task is: describe an organic reaction: reactants, conditions, products, and yield Reactants: ice H2O, Cl.C(C1=CC=CC=C1)OC1=CC=C(C=C1)NN (4-benzyloxyphenylhydrazine hydrochloride), CC(C(=O)O)C1CC(CCC1)=O (a-methyl-3-oxocyclohexane acetic acid), C(C)(=O)O (acetic acid). Run in O (H2O). Run at time 2.5 hour. Product: C(C)OC(C(C1CC=2NC3=CC=C(C=C3C2CC1)OCC1=CC=CC=C1)C)=O (6-Benzyloxy-a-methyl-1,2,3,4-tetrahydrocarbazole-2-acetic acid ethyl ester). RXN SMILES: Cl.[CH2:2]([O:9][C:10]1[CH:15]=[CH:14][C:13]([NH:16]N)=[CH:12][CH:11]=1)[C:3]1[CH:8]=[CH:7][CH:6]=[CH:5][CH:4]=1.[CH3:18][CH:19]([CH:23]1[CH2:28][CH2:27][CH2:26][C:25](=O)[CH2:24]1)[C:20]([OH:22])=[O:21].[C:30](O)(=O)[CH3:31]>O>[CH2:30]([O:22][C:20](=[O:21])[CH:19]([CH3:18])[CH:23]1[CH2:28][CH2:27][C:26]2[C:14]3[C:13](=[CH:12][CH:11]=[C:10]([O:9][CH2:2][C:3]4[CH:8]=[CH:7][CH:6]=[CH:5][CH:4]=4)[CH:15]=3)[NH:16][C:25]=2[CH2:24]1)[CH3:31] |f:0.1|. Procedure: A mixture containing 4-benzyloxyphenylhydrazine hydrochloride (37.0 g, 0.148 mol), a-methyl-3-oxocyclohexane acetic acid (40.0 g, 0.235 mol), glacial acetic acid (650 mL) and H2O (100 mL) is stirred at room temperature under a nitrogen atmosphere for 2.5 hours. The mixture is then refluxed for 20 minutes, cooled and poured into 200 mL of ice/H2O. The precipitate is filtered to give 80 g of red colored crude product. RXN SMILES: [CH2:18]([CH3:19])[O:20][CH2:21][CH2:22][CH2:23][NH2:24].[Cl:1][c:2]1[c:3]2[n:11][c:10](-[c:12]3[cH:13][cH:14][cH:15][cH:16][cH:17]3)[cH:9][c:4]-2[nH:5][c:6]([CH3:8])[n:7]1.[K+:25].[K+:26].[O-:27][C:28]([O-:29])=[O:30].[OH2:31]>>[c:2]1([NH:24][CH2:23][CH2:22][CH2:21][O:20][CH2:18][CH3:19])[c:3]2[n:11][c:10](-[c:12]3[cH:13][cH:14][cH:15][cH:16][cH:17]3)[cH:9][c:4]-2[nH:5][c:6]([CH3:8])[n:7]1. Product: CCOCCCNc1nc(C)[nH]c2cc(-c3ccccc3)nc1-2. Starting materials: CCOCCCN, Cc1nc(Cl)c2nc(-c3ccccc3)cc-2[nH]1, [K+], [K+], O=C([O-])[O-], O. Starting materials: [BH4-], CC(=O)c1cncc(Br)c1, CO, [Na+]. Product: CC(O)c1cncc(Br)c1. As a reaction SMILES: [BH4-:11].[Br:1][c:2]1[cH:3][c:4]([C:8]([CH3:9])=[O:10])[cH:5][n:6][cH:7]1.[CH3:13][OH:14].[Na+:12]>>[Br:1][c:2]1[cH:3][c:4]([CH:8]([CH3:9])[OH:10])[cH:5][n:6][cH:7]1. The reactants are C1CCNCC1, Cc1ccccc1, CC(C)(C)[O-], [Na+]. Product: c1ccc(N2CCCCC2)cc1. Reaction SMILES: [CH2:7]1[CH2:8][CH2:9][NH:10][CH2:11][CH2:12]1.[CH3:13][c:14]1[cH:15][cH:16][cH:17][cH:18][cH:19]1.[CH3:1][C:2]([CH3:3])([O-:4])[CH3:5].[Na+:6]>>[CH2:7]1[CH2:8][CH2:9][N:10]([c:14]2[cH:15][cH:16][cH:17][cH:18][cH:19]2)[CH2:11][CH2:12]1. Starting materials: CCCCCN(C(=O)Nc1ccc2c(c1)C(C)(C)CCC2(C)C)c1ccc(C(=O)OC)cc1, C1CCOC1, CO, Cl, [Li+], [OH-], O, O. The product is CCCCCN(C(=O)Nc1ccc2c(c1)C(C)(C)CCC2(C)C)c1ccc(C(=O)O)cc1. RXN SMILES: [CH2:1]([CH2:2][CH2:3][CH2:4][CH3:5])[N:6]([C:7](=[O:8])[NH:9][c:10]1[cH:11][c:12]2[c:17]([cH:18][cH:19]1)[C:16]([CH3:20])([CH3:21])[CH2:15][CH2:14][C:13]2([CH3:22])[CH3:23])[c:24]1[cH:25][cH:26][c:27]([C:28](=[O:29])[O:30][CH3:31])[cH:32][cH:33]1.[CH2:38]1[O:39][CH2:40][CH2:41][CH2:42]1.[CH3:43][OH:44].[ClH:37].[Li+:36].[OH-:35].[OH2:34].[OH2:45]>>[CH2:1]([CH2:2][CH2:3][CH2:4][CH3:5])[N:6]([C:7](=[O:8])[NH:9][c:10]1[cH:11][c:12]2[c:17]([cH:18][cH:19]1)[C:16]([CH3:20])([CH3:21])[CH2:15][CH2:14][C:13]2([CH3:22])[CH3:23])[c:24]1[cH:25][cH:26][c:27]([C:28](=[O:29])[OH:30])[cH:32][cH:33]1. Reactants: COC=1OC(=CC1)OC (2,5-dimethoxyfuran), NCCOC=1C=CC(=C2C=C(N(C12)C)C(=O)OCC)C(F)(F)F (ethyl 7-(2-aminoethoxy)-1-methyl-4-trifluoromethyl-2-indolecarboxylate), C1(=CC=CC=C1)C (Toluene). The solvent is C(C)(=O)O (acetic acid). Conditions: temperature 70 celsius, time 4 hour. The product is CN1C(=CC2=C(C=CC(=C12)OCCN1C=CC=C1)C(F)(F)F)C(=O)OCC (ethyl 1-methyl-7-[2-(1H-pyrrol-1-yl)ethoxy]-4-trifluoromethyl-2-indolecarboxylate). Yield: 58.5%. Reaction SMILES: CO[C:3]1O[C:5](OC)=[CH:6][CH:7]=1.[NH2:10][CH2:11][CH2:12][O:13][C:14]1[CH:15]=[CH:16][C:17]([C:29]([F:32])([F:31])[F:30])=[C:18]2[C:22]=1[N:21]([CH3:23])[C:20]([C:24]([O:26][CH2:27][CH3:28])=[O:25])=[CH:19]2.C1(C)C=CC=CC=1>C(O)(=O)C>[CH3:23][N:21]1[C:22]2[C:18](=[C:17]([C:29]([F:32])([F:30])[F:31])[CH:16]=[CH:15][C:14]=2[O:13][CH2:12][CH2:11][N:10]2[CH:3]=[CH:7][CH:6]=[CH:5]2)[CH:19]=[C:20]1[C:24]([O:26][CH2:27][CH3:28])=[O:25]. Procedure details: After 1.28 g (9.69 mmol) of 2,5-dimethoxyfuran was added to a solution of 2.91 g (8.81 mmol) of ethyl 7-(2-aminoethoxy)-1-methyl-4-trifluoromethyl-2-indolecarboxylate in 30 ml of acetic acid, the mixture was stirred at 50° C. for 4 hours and at 70° C. for further an hour. Toluene was added to the reaction mixture followed by concentration under reduced pressure. Ice water was poured onto the resulting residue. The mixture was then extracted with ethyl acetate. The extract was washed with water a... Reactants: O=C[C@H](O)[C@@H](O)[C@H](O)[C@H](O)CO (glucose), CN (methyl amine). Conditions: temperature 50 celsius, time 5 hour. The product is CNC1[C@H](O)[C@@H](O)[C@H](O)[C@H](O1)CO (N-methylglucosylamine). As a reaction SMILES: [O:1]=[CH:2][C@@H:3]([C@H:5]([C@@H:7]([C@@H:9]([CH2:11][OH:12])[OH:10])[OH:8])[OH:6])O.[CH3:13][NH2:14]>>[CH3:13][NH:14][CH:11]1[O:12][C@H:3]([CH2:2][OH:1])[C@@H:5]([OH:6])[C@H:7]([OH:8])[C@H:9]1[OH:10]. Reported procedure: Anhydrous glucose (36.00 g; Aldrich Chemical Company) is weighed into a glass liner. The glass liner is placed into a dry-ice bath and methyl amine gas (68.00 g; Matheson) is condensed into the glass liner. The liner is then loaded into a rocking autoclave (500 ml capacity). The autoclave is heated to 50° C. and rocked for 5 hours at 50° C. under 600 psig nitrogen to form the adduct (N-methylglucosylamine). The reaction is then cooled in a dry-ice bath. The autoclave is then vented cold. Raney n...